This data is from the Open Reaction Database (ORD), a public repository of structured organic reaction records. The task is: describe an organic reaction: reactants, conditions, products, and yield The reactants are C(C1=CC=CC=C1)(C1=CC=CC=C1)=N (benzophenone imine), CC(C)([O-])C.[Na+] (sodium-tert-butoxide), imine, Cl (hydrochloric acid), BrC=1C=C(C2=C(C(CO2)(C)C)C1)C(C)C (5-bromo-3,3-dimethyl-7-isopropyl-2,3-dihydro-benzofuran), BrC=1C=C(C2=C(C(CO2)(C)C)C1)C(C)C (5-bromo-3,3-dimethyl-7-isopropyl-2,3-dihydro-benzofuran), C1=CC=C(C=C1)P(C2=CC=CC=C2)C3=C(C4=CC=CC=C4C=C3)C5=C(C=CC6=CC=CC=C65)P(C7=CC=CC=C7)C8=CC=CC=C8 ((S)-(-)-2,2'-bis(diphenylphosphino)-1,1'-binaphthyl). Reagents/catalysts: C=1C=CC(=CC1)/C=C/C(=O)/C=C/C2=CC=CC=C2.C=1C=CC(=CC1)/C=C/C(=O)/C=C/C2=CC=CC=C2.C=1C=CC(=CC1)/C=C/C(=O)/C=C/C2=CC=CC=C2.[Pd].[Pd] (tris(dibenzylideneacetone)dipalladium(0)). Solvent: O1CCCC1 (tetrahydrofuran), C1(=CC=CC=C1)C (toluene). The product is NC=1C=C(C2=C(C(CO2)(C)C)C1)C(C)C (5-Amino-3,3-dimethyl-7-isopropyl-2,3-dihydro-benzofuran), oil. Isolated yield 69.0%. Reaction SMILES: Br[C:2]1[CH:3]=[C:4]([CH:13]([CH3:15])[CH3:14])[C:5]2[O:9][CH2:8][C:7]([CH3:11])([CH3:10])[C:6]=2[CH:12]=1.C(=[NH:29])(C1C=CC=CC=1)C1C=CC=CC=1.CC(C)([O-])C.[Na+].C1C=CC(P(C2C=CC3C(=CC=CC=3)C=2C2C3C(=CC=CC=3)C=CC=2P(C2C=CC=CC=2)C2C=CC=CC=2)C2C=CC=CC=2)=CC=1.Cl>C1(C)C=CC=CC=1.O1CCCC1.C1C=CC(/C=C/C(/C=C/C2C=CC=CC=2)=O)=CC=1.C1C=CC(/C=C/C(/C=C/C2C=CC=CC=2)=O)=CC=1.C1C=CC(/C=C/C(/C=C/C2C=CC=CC=2)=O)=CC=1.[Pd].[Pd]>[NH2:29][C:2]1[CH:3]=[C:4]([CH:13]([CH3:15])[CH3:14])[C:5]2[O:9][CH2:8][C:7]([CH3:11])([CH3:10])[C:6]=2[CH:12]=1 |f:2.3,8.9.10.11.12|. Reported procedure: Following general procedure D and using 5-bromo-3,3-dimethyl-7-isopropyl-2,3-dihydro-benzofuran (Compound 8, 0.268 g, 1 mmol), benzophenone imine (0.199 g, 1.1 mmol), sodium-tert-butoxide (0.134 g, 1.4 mmol), tris(dibenzylideneacetone)dipalladium(0) (0.020 g, 0.021 mmol) and (S)-(-)-2,2'-bis(diphenylphosphino)-1,1'-binaphthyl (0.040 g, 0.064 mmol) in 5 mL of anhydrous toluene, followed by hydrolysis of the intermediary imine with 2M hydrochloric acid in tetrahydrofuran, the title compound was ob...